This data is from the Open Reaction Database (ORD), a public repository of structured organic reaction records. The task is: describe an organic reaction: reactants, conditions, products, and yield The reactants are C(C)OC(CSC1=CN=C(S1)NC(=O)N(C1=CC(=C(C=C1)F)Cl)CC1CCCC1)=O ({2-[3-cyclopentylmethyl-3-(3-chloro-4-fluoro-phenyl)-ureido]-thiazol-5-ylsulfanyl}-acetic acid ethyl ester), C(C)OC(CSC1=CN=C(S1)N)=O ((2-amino-thiazol-5-ylsulfanyl)acetic acid ethyl ester), C1(CCCC1)CN(C(NC=1SC=C(N1)CC(=O)O)=O)C1=CC=C(C=C1)S(=O)(=O)C ({2-[3-cyclopentylmethyl-3-(4-methanesulfonyl-phenyl)-ureido]-thiazol-4-yl}-acetic acid), C1(CCCC1)CNC1=CC(=C(C=C1)F)Cl (cyclopentylmethyl-(3-chloro-4-fluoro-phenyl)-amine). Yields the product ClC=1C=C(C=CC1F)N(C(NC=1SC(=CN1)SCC(=O)O)=O)CC1CCCC1 ({2-[3-(3-Chloro-4-fluoro-phenyl)-3-cyclopentylmethyl-ureido]-thiazol-5-ylsulfanyl}-acetic acid). RXN SMILES: C([O:3][C:4](=[O:30])[CH2:5][S:6][C:7]1[S:11][C:10]([NH:12][C:13]([N:15]([CH2:24][CH:25]2[CH2:29][CH2:28][CH2:27][CH2:26]2)[C:16]2[CH:21]=[CH:20][C:19]([F:22])=[C:18]([Cl:23])[CH:17]=2)=[O:14])=[N:9][CH:8]=1)C.C1(CN(C2C=CC(S(C)(=O)=O)=CC=2)C(=O)NC2SC=C(CC(O)=O)N=2)CCCC1.C1(CNC2C=CC(F)=C(Cl)C=2)CCCC1.C(OC(=O)CSC1SC(N)=NC=1)C>>[Cl:23][C:18]1[CH:17]=[C:16]([N:15]([CH2:24][CH:25]2[CH2:26][CH2:27][CH2:28][CH2:29]2)[C:13](=[O:14])[NH:12][C:10]2[S:11][C:7]([S:6][CH2:5][C:4]([OH:30])=[O:3])=[CH:8][N:9]=2)[CH:21]=[CH:20][C:19]=1[F:22]. Procedure details: The title compound was prepared via {2-[3-cyclopentylmethyl-3-(3-chloro-4-fluoro-phenyl)-ureido]-thiazol-5-ylsulfanyl}-acetic acid ethyl ester in a similar manner as described for the synthesis of {2-[3-cyclopentylmethyl-3-(4-methanesulfonyl-phenyl)-ureido]-thiazol-4-yl}-acetic acid, using cyclopentylmethyl-(3-chloro-4-fluoro-phenyl)-amine and (2-amino-thiazol-5-ylsulfanyl)acetic acid ethyl ester. Starting materials: CC(C)c1nc2c(n1Cc1ccc(Cl)cc1)C(COS(C)(=O)=O)CCC2, CS(C)=O, ClCCl, N#C[Na], O. Yields the product CC(C)c1nc2c(n1Cc1ccc(Cl)cc1)C(CC#N)CCC2. As a reaction SMILES: [CH3:1][S:2]([O:3][CH2:6][CH:7]1[CH2:8][CH2:9][CH2:10][c:11]2[c:12]1[n:13]([CH2:19][c:20]1[cH:21][cH:22][c:23]([Cl:26])[cH:24][cH:25]1)[c:14]([CH:16]([CH3:17])[CH3:18])[n:15]2)(=[O:4])=[O:5].[CH3:30][S:31](=[O:32])[CH3:33].[Cl:35][CH2:36][Cl:37].[Na:27][C:28]#[N:29].[OH2:34]>>[CH2:6]([CH:7]1[CH2:8][CH2:9][CH2:10][c:11]2[c:12]1[n:13]([CH2:19][c:20]1[cH:21][cH:22][c:23]([Cl:26])[cH:24][cH:25]1)[c:14]([CH:16]([CH3:17])[CH3:18])[n:15]2)[C:28]#[N:29]. Reactants: CN(C(=O)C1=NC=C(C=C1N(COC)S(=O)(=O)C1=CC(=C(C=C1)Cl)C(F)(F)F)Cl)C1=CC=CC=C1 (5-Chloro-3-[(4-chloro-3-trifluoromethyl-benzenesulfonyl)-methoxymethyl-amino]-pyridine-2-carboxylic acid N-methyl-N-phenylamide), Cl (HCl). The solvent is O (water), O1CCOCC1 (dioxane). Product: CN(C(=O)C1=NC=C(C=C1NS(=O)(=O)C1=CC(=C(C=C1)Cl)C(F)(F)F)Cl)C1=CC=CC=C1 (5-chloro-3-(4-chloro-3-trifluoromethyl-benzenesulfonylamino)-pyridine-2-carboxylic acid N-methyl-N-phenylamide). Reaction SMILES: [CH3:1][N:2]([C:30]1[CH:35]=[CH:34][CH:33]=[CH:32][CH:31]=1)[C:3]([C:5]1[C:10]([N:11]([S:15]([C:18]2[CH:23]=[CH:22][C:21]([Cl:24])=[C:20]([C:25]([F:28])([F:27])[F:26])[CH:19]=2)(=[O:17])=[O:16])COC)=[CH:9][C:8]([Cl:29])=[CH:7][N:6]=1)=[O:4].Cl>O.O1CCOCC1>[CH3:1][N:2]([C:30]1[CH:35]=[CH:34][CH:33]=[CH:32][CH:31]=1)[C:3]([C:5]1[C:10]([NH:11][S:15]([C:18]2[CH:23]=[CH:22][C:21]([Cl:24])=[C:20]([C:25]([F:28])([F:27])[F:26])[CH:19]=2)(=[O:17])=[O:16])=[CH:9][C:8]([Cl:29])=[CH:7][N:6]=1)=[O:4]. Procedure details: 5-Chloro-3-[(4-chloro-3-trifluoromethyl-benzenesulfonyl)-methoxymethyl-amino]-pyridine-2-carboxylic acid N-methyl-N-phenylamide (132 mg, 0.24 mmol) was magnetically stirred in water (1.0 mL) and 4N HCl in dioxane (2.5 mL) and heated at 85° C. (oil bath) for 7 h. LCMS indicated complete reaction; the reaction was concentrated and the residue was neutralized (pH 7) with aqueous sodium bicarbonate and the aqueous layer was extracted with EtOAc (3×80 mL). The extracts were dried (MgSO4), filtered, a... Reactants: CN(C)C=O, N#Cc1cccnc1Cl, [H-], [Na+], O, COc1cc(CO)ccc1OCc1nc(-c2ccco2)oc1C. Product: COc1cc(COc2ncccc2C#N)ccc1OCc1nc(-c2ccco2)oc1C. RXN SMILES: [CH3:33][N:34]([CH3:35])[CH:36]=[O:37].[Cl:24][c:25]1[n:26][cH:27][cH:28][cH:29][c:30]1[C:31]#[N:32].[H-:38].[Na+:39].[OH2:40].[o:1]1[c:2](-[c:6]2[o:7][c:8]([CH3:23])[c:9]([CH2:11][O:12][c:13]3[c:14]([O:21][CH3:22])[cH:15][c:16]([CH2:19][OH:20])[cH:17][cH:18]3)[n:10]2)[cH:3][cH:4][cH:5]1>>[o:1]1[c:2](-[c:6]2[o:7][c:8]([CH3:23])[c:9]([CH2:11][O:12][c:13]3[c:14]([O:21][CH3:22])[cH:15][c:16]([CH2:19][O:20][c:25]4[n:26][cH:27][cH:28][cH:29][c:30]4[C:31]#[N:32])[cH:17][cH:18]3)[n:10]2)[cH:3][cH:4][cH:5]1. The solvent is COCCO (2-methoxyethanol). RXN SMILES: [CH:1]1([CH2:4][O:5][C:6]2[CH:15]=[C:14]3[C:9]([CH:10]=[CH:11][CH:12]=[C:13]3[NH:16]C(=O)C)=[CH:8][CH:7]=2)[CH2:3][CH2:2]1.[OH-].[Na+]>COCCO>[CH:1]1([CH2:4][O:5][C:6]2[CH:15]=[C:14]3[C:9]([CH:10]=[CH:11][CH:12]=[C:13]3[NH2:16])=[CH:8][CH:7]=2)[CH2:2][CH2:3]1 |f:1.2|. Procedure details: A mixture of 13 g (0.05 mol) of N-[7-(cyclopropylmethoxy)naphth-1-yl]acetamide, 35 ml of 10N sodium hydroxide solution and 150 ml of 2-methoxyethanol is heated at reflux for 4 h under a nitrogen atmosphere. The solvent is evaporated under reduced pressure. The residue is taken up in 200 ml of dichloromethane and 200 ml of water, and the mixture is stirred in the presence of carbon black and filtered over kieselguhr. The organic phase obtained is separated, dried over magnesium sulphate and filte... The product is C1(CC1)COC1=CC=C2C=CC=C(C2=C1)N (7-(Cyclopropylmethoxy)naphthalene-1-amine). The yield is 73.1%. The reactants are C1(CC1)COC1=CC=C2C=CC=C(C2=C1)NC(C)=O (N-[7-(cyclopropylmethoxy)naphth-1-yl]acetamide), [OH-].[Na+] (sodium hydroxide). Reactants: [H-].[Na+] (sodium hydride), C(C1=CC=CC=C1)S (benzyl mercaptan), CS(=O)C (dimethyl sulfoxide), [H-].[Na+] (sodium hydride), C(C1=CC=CC=C1)S (benzyl mercaptan), ClC1=C(C=C(C(=C1)Cl)OC)NC1=C(C=NC2=CC(=C(C=C12)OC)F)C#N (4-[(2,4-dichloro-5-methoxyphenyl)amino]-7-fluoro-6-methoxy-3-quinolinecarbonitrile). Run in O1CCCC1 (tetrahydrofuran). Reaction conditions: temperature 70 celsius, time 8 hour. The product is C(C1=CC=CC=C1)SC1=C(C=C2C(=C(C=NC2=C1)C#N)NC1=C(C=C(C(=C1)OC)Cl)Cl)OC (7-benzylthio-4-[(2,4-dichloro-5-methoxyphenyl)amino]-6-methoxy-3-quinolinecarbonitrile). Yield: 47.2%. RXN SMILES: [H-].[Na+].[CH2:3]([SH:10])[C:4]1[CH:9]=[CH:8][CH:7]=[CH:6][CH:5]=1.[Cl:11][C:12]1[CH:17]=[C:16]([Cl:18])[C:15]([O:19][CH3:20])=[CH:14][C:13]=1[NH:21][C:22]1[C:31]2[C:26](=[CH:27][C:28](F)=[C:29]([O:32][CH3:33])[CH:30]=2)[N:25]=[CH:24][C:23]=1[C:35]#[N:36].CS(C)=O>O1CCCC1>[CH2:3]([S:10][C:28]1[CH:27]=[C:26]2[C:31]([C:22]([NH:21][C:13]3[CH:14]=[C:15]([O:19][CH3:20])[C:16]([Cl:18])=[CH:17][C:12]=3[Cl:11])=[C:23]([C:35]#[N:36])[CH:24]=[N:25]2)=[CH:30][C:29]=1[O:32][CH3:33])[C:4]1[CH:9]=[CH:8][CH:7]=[CH:6][CH:5]=1 |f:0.1|. Procedure: A mixture of sodium hydride (169 mg, 4.2 mmol), benzyl mercaptan (145 mg, 1.2 mmol) and 4-[(2,4-dichloro-5-methoxyphenyl)amino]-7-fluoro-6-methoxy-3-quinolinecarbonitrile (250 mg, 0.64 mmol) in 1 mL of tetrahydrofuran is heated at 70° C. for 1 hour, then stirred at room temperature overnight. Upon addition of 1 mL of dimethyl sulfoxide a solution is obtained. Additional amounts of sodium hydride and benzyl mercaptan are added and the reaction mixture is heated at 100° C. The reaction mixture is ... Starting materials: N1(CCC1)S(=O)(=O)N (azetidine-1-sulfonamide), C1(CCCCC1)P(C1=C(C=CC=C1)C1=C(C=C(C=C1C(C)C)C(C)C)C(C)C)C1CCCCC1 (2-dicyclohexylphosphino-2′,4′,6′-tri-isopropyl-1,1′-biphenyl), C([O-])([O-])=O.[Cs+].[Cs+] (cesium carbonate), ClC1=NC(=NC(=C1)OC(C)(C)[C@H]1OC(OC1)(C)C)SCC1=C(C(=CC=C1)F)F (4-chloro-2-[[(2,3-difluorophenyl)methyl]thio]-6-[1-[(4S)-2,2-dimethyl-1,3-dioxolan-4-yl]-1-methylethoxy]-pyrimidine). The reagents and catalysts are C=1C=CC(=CC1)/C=C/C(=O)/C=C/C2=CC=CC=C2.C=1C=CC(=CC1)/C=C/C(=O)/C=C/C2=CC=CC=C2.C=1C=CC(=CC1)/C=C/C(=O)/C=C/C2=CC=CC=C2.[Pd].[Pd] (tris(dibenzylideneacetone)dipalladium). Run in O1CCOCC1 (dioxane). Yields the product FC1=C(C=CC=C1F)CSC1=NC(=CC(=N1)NS(=O)(=O)N1CCC1)OC(C)(C)[C@H]1OC(OC1)(C)C (N-[2-[[(2,3-difluorophenyl)methyl]thio]-6-[1-[(4S)-2,2-dimethyl-1,3-dioxolan-4-yl]-1-methylethoxy]-4-pyrimidinyl]-1-azetidinesulfonamide). Reaction SMILES: [N:1]1([S:5]([NH2:8])(=[O:7])=[O:6])[CH2:4][CH2:3][CH2:2]1.C1(P(C2CCCCC2)C2C=CC=CC=2C2C(C(C)C)=CC(C(C)C)=CC=2C(C)C)CCCCC1.C(=O)([O-])[O-].[Cs+].[Cs+].Cl[C:50]1[CH:55]=[C:54]([O:56][C:57]([C@@H:60]2[CH2:64][O:63][C:62]([CH3:66])([CH3:65])[O:61]2)([CH3:59])[CH3:58])[N:53]=[C:52]([S:67][CH2:68][C:69]2[CH:74]=[CH:73][CH:72]=[C:71]([F:75])[C:70]=2[F:76])[N:51]=1>O1CCOCC1.C1C=CC(/C=C/C(/C=C/C2C=CC=CC=2)=O)=CC=1.C1C=CC(/C=C/C(/C=C/C2C=CC=CC=2)=O)=CC=1.C1C=CC(/C=C/C(/C=C/C2C=CC=CC=2)=O)=CC=1.[Pd].[Pd]>[F:76][C:70]1[C:71]([F:75])=[CH:72][CH:73]=[CH:74][C:69]=1[CH2:68][S:67][C:52]1[N:51]=[C:50]([NH:8][S:5]([N:1]2[CH2:4][CH2:3][CH2:2]2)(=[O:7])=[O:6])[CH:55]=[C:54]([O:56][C:57]([C@@H:60]2[CH2:64][O:63][C:62]([CH3:66])([CH3:65])[O:61]2)([CH3:59])[CH3:58])[N:53]=1 |f:2.3.4,7.8.9.10.11|. Procedure: The subtitle compound was prepared according to the procedure outlined in example 1 step iv) using a mixture of azetidine-1-sulfonamide (prepared according to patent WO 2004/011443, 0.17 g), tris(dibenzylideneacetone)dipalladium (0) (78 mg), 2-dicyclohexylphosphino-2′,4′,6′-tri-isopropyl-1,1′-biphenyl (XPHOS) (40 mg), cesium carbonate (0.42 g) and 4-chloro-2-[[(2,3-difluorophenyl)methyl]thio]-6-[1-[(4S)-2,2-dimethyl-1,3-dioxolan-4-yl]-1-methylethoxy]-pyrimidine (0.37 g) in dioxane (8 mL). Purifi... The reactants are CC=1C=CC=C2C=CNC(C12)=O (8-methyl-2H-isoquinolin-1-one), BrBr (bromine). Solvent: ClCCl (dichloromethane), ClCCl (dichloromethane). Reaction conditions: time 1 hour. The product is BrC1=CNC(C2=C(C=CC=C12)C)=O (4-bromo-8-methyl-2H-isoquinolin-1-one). Isolated yield 108.1%. Reaction SMILES: [CH3:1][C:2]1[CH:3]=[CH:4][CH:5]=[C:6]2[C:11]=1[C:10](=[O:12])[NH:9][CH:8]=[CH:7]2.[Br:13]Br>ClCCl>[Br:13][C:7]1[C:6]2[C:11](=[C:2]([CH3:1])[CH:3]=[CH:4][CH:5]=2)[C:10](=[O:12])[NH:9][CH:8]=1. Procedure details: To a solution of 8-methyl-2H-isoquinolin-1-one (1.15 g) in dichloromethane (20 ml) was added dropwise a solution of bromine (1.26 g) in dichloromethane (4 ml) at room temperature. The mixture was stirred at the same temperature for one hour, and the solvent was evaporated under reduced pressure. The residue was crystallized from ether to give 4-bromo-8-methyl-2H-isoquinolin-1-one (1.86 g) as colorless crystals. APCI-Mass m/Z 238/240 (M+H). (2) The above 4-bromo-8-methyl-2H-isoquinolin-1-one was ... The reactants are C(C)(=O)OCCCC (butyl acetate), C1(=CC=CC2=CC=CC=C12)C(=O)O (naphthalic acid). Product: C1(=CC=CC2=CC=CC=C12)C(=O)OCC=C.C=CC1=CC=CC=C1 (styrene allyl alcohol naphthalate). Reaction SMILES: [C:1]1([C:11]([OH:13])=[O:12])[C:10]2[C:5](=[CH:6][CH:7]=[CH:8][CH:9]=2)[CH:4]=[CH:3][CH:2]=1.C(O[CH2:18][CH2:19][CH2:20]C)(=O)C>>[C:1]1([C:11]([O:13][CH2:20][CH:19]=[CH2:18])=[O:12])[C:10]2[C:5](=[CH:6][CH:7]=[CH:8][CH:9]=2)[CH:4]=[CH:3][CH:2]=1.[CH2:7]=[CH:6][C:5]1[CH:10]=[CH:1][CH:2]=[CH:3][CH:4]=1 |f:2.3|. Reported procedure: The procedure of Example 1 is repeated with naphthalic acid in place of benzoic acid. A solution of a terpolymer of styrene allyl alcohol naphthalate in butyl acetate containing 75 weight percent of the terpolymer is obtained. The reactants are B, CCCCCCC(=O)c1cccc(Br)c1OC, C1CCOC1, CO, Cc1ccccc1. Product: CCCCCCC(O)c1cccc(Br)c1OC. As a reaction SMILES: [BH3:1].[Br:14][c:15]1[c:16]([O:29][CH3:30])[c:17]([C:21]([CH2:22][CH2:23][CH2:24][CH2:25][CH2:26][CH3:27])=[O:28])[cH:18][cH:19][cH:20]1.[CH2:2]1[O:3][CH2:4][CH2:5][CH2:6]1.[CH3:31][OH:32].[CH3:7][c:8]1[cH:9][cH:10][cH:11][cH:12][cH:13]1>>[Br:14][c:15]1[c:16]([O:29][CH3:30])[c:17]([CH:21]([CH2:22][CH2:23][CH2:24][CH2:25][CH2:26][CH3:27])[OH:28])[cH:18][cH:19][cH:20]1.